Task: describe an organic reaction: reactants, conditions, products, and yield. Dataset: the Open Reaction Database (ORD), a public repository of structured organic reaction records Starting materials: Br, COc1cc(C(=O)CCCc2ccccc2)ccc1OCc1ccccc1, CCCCCC, CC(=O)O, N. Yields the product COc1cc(C(=O)CCCc2ccccc2)ccc1O. As a reaction SMILES: [BrH:28].[CH2:1]([c:2]1[cH:3][cH:4][cH:5][cH:6][cH:7]1)[O:8][c:9]1[c:10]([O:26][CH3:27])[cH:11][c:12]([C:15]([CH2:16][CH2:17][CH2:18][c:19]2[cH:20][cH:21][cH:22][cH:23][cH:24]2)=[O:25])[cH:13][cH:14]1.[CH3:30][CH2:31][CH2:32][CH2:33][CH2:34][CH3:35].[CH3:36][C:37](=[O:38])[OH:39].[NH3:29]>>[OH:8][c:9]1[c:10]([O:26][CH3:27])[cH:11][c:12]([C:15]([CH2:16][CH2:17][CH2:18][c:19]2[cH:20][cH:21][cH:22][cH:23][cH:24]2)=[O:25])[cH:13][cH:14]1. The reactants are ClC1=C(C(=O)O)C(=CC=C1)Cl (2,6-dichlorobenzoic acid), O1CCOCCOCCOCCOCCOCC1 (1,4,7,10,13,16-hexaoxacyclooctadecane), [OH-].[K+] (potassium hydroxide), CN(NC(CCl)=O)C (chloroacetic acid 2,2-dimethylhydrazide). The solvent is C1(=CC=CC=C1)C (toluene). Yields the product CN(NC(C(Cl)OC(C1=CC=CC=C1Cl)=O)=O)C (2,6-dichlorobenzoyloxyacetic acid 2,2-dimethylhydrazide). Isolated yield 99.8%. Reaction SMILES: Cl[C:2]1[CH:10]=[CH:9][CH:8]=[C:7]([Cl:11])[C:3]=1[C:4]([OH:6])=[O:5].[OH-].[K+].[CH3:14][N:15]([CH3:21])[NH:16][C:17](=[O:20])[CH2:18][Cl:19].O1CCOCCOCCOCCOCCOCC1>C1(C)C=CC=CC=1>[CH3:14][N:15]([CH3:21])[NH:16][C:17](=[O:20])[CH:18]([O:6][C:4](=[O:5])[C:3]1[C:7]([Cl:11])=[CH:8][CH:9]=[CH:10][CH:2]=1)[Cl:19] |f:1.2|. Procedure: This compound was prepared in the manner of Example I, using 12.2 grams (0.064 mole) of 2,6-dichlorobenzoic acid, 4.2 grams (0.064 mole) of potassium hydroxide, 8.7 grams (0.064 mole) of chloroacetic acid 2,2-dimethylhydrazide, and 1.7 grams of 1,4,7,10,13,16-hexaoxacyclooctadecane in 180 ml of dry toluene. The crude product was recrystallized twice from ethyl acetate using decolorizing carbon to give 18.6 grams of 2,6-dichlorobenzoyloxyacetic acid 2,2-dimethylhydrazide; mp 160°-162°. The ir and... Reactants: Example 22 ( l ), C(C1=CC=CC=C1)OCCCOC1=CC=C(C=C1)C1C(CN(CC1OCC1=CC2=CC=CC=C2C=C1)C(=O)OC(C)(C)C)COC (tert-butyl (3SR,4RS,5RS)-4-[4-(3-benzyloxy-propoxy)-phenyl]-3-methoxymethyl-5-(naphthalen-2-ylmethoxy)-piperidine-1-carboxylate), Cl (hydrogen chloride). Run in CO (methanol). The product is C(C1=CC=CC=C1)OCCCOC1=CC=C(C=C1)C1C(CNCC1OCC1=CC2=CC=CC=C2C=C1)COC ((3SR,4RS,5RS)-4-[4-(3-benzyloxy-propoxy)-phenyl]-3-methoxymethyl-5-(naphthalen-2-ylmethoxy)-piperidine). As a reaction SMILES: [CH2:1]([O:8][CH2:9][CH2:10][CH2:11][O:12][C:13]1[CH:18]=[CH:17][C:16]([CH:19]2[CH:24]([O:25][CH2:26][C:27]3[CH:36]=[CH:35][C:34]4[C:29](=[CH:30][CH:31]=[CH:32][CH:33]=4)[CH:28]=3)[CH2:23][N:22](C(OC(C)(C)C)=O)[CH2:21][CH:20]2[CH2:44][O:45][CH3:46])=[CH:15][CH:14]=1)[C:2]1[CH:7]=[CH:6][CH:5]=[CH:4][CH:3]=1.Cl>CO>[CH2:1]([O:8][CH2:9][CH2:10][CH2:11][O:12][C:13]1[CH:14]=[CH:15][C:16]([CH:19]2[CH:24]([O:25][CH2:26][C:27]3[CH:36]=[CH:35][C:34]4[C:29](=[CH:30][CH:31]=[CH:32][CH:33]=4)[CH:28]=3)[CH2:23][NH:22][CH2:21][CH:20]2[CH2:44][O:45][CH3:46])=[CH:17][CH:18]=1)[C:2]1[CH:7]=[CH:6][CH:5]=[CH:4][CH:3]=1. Procedure details: In an analogous manner to that described in Example 22 (l), from tert-butyl (3SR,4RS,5RS)-4-[4-(3-benzyloxy-propoxy)-phenyl]-3-methoxymethyl-5-(naphthalen-2-ylmethoxy)-piperidine-1-carboxylate by cleavage of the BOC group by means of hydrogen chloride in methanol there was obtained (3SR,4RS,5RS)-4-[4-(3-benzyloxy-propoxy)-phenyl]-3-methoxymethyl-5-(naphthalen-2-ylmethoxy)-piperidine as an amorphous, colourless solid; MS: 526 (M+H)+. Reactants: N1=CC=C(C=C1)CCN1CCC2(CC(N(C(C2)=O)CC(=O)OC(C)(C)C)=O)CC1 (Tert.-Butyl (9-(2-(pyridin-4-yl)ethyl)-2,4-dioxo-3,9-diazaspiro[5.5]undec-3-yl)acetate). Reagents/catalysts: O=[Pt]=O (PtO2). Run in C(C)(=O)O (acetic acid). Yields the product C(C)(=O)O.C(C)(=O)O.N1CCC(CC1)CCN1CCC2(CC(N(C(C2)=O)CC(=O)O)=O)CC1 ((9-(2-(Piperidin-4-yl)ethyl)-2,4-dioxo-3,9-diazaspiro[5.5]undec-3-yl)acetic Acid Diacetate). RXN SMILES: [N:1]1[CH:6]=[CH:5][C:4]([CH2:7][CH2:8][N:9]2[CH2:29][CH2:28][C:12]3([CH2:17][C:16](=[O:18])[N:15]([CH2:19][C:20]([O:22]C(C)(C)C)=[O:21])[C:14](=[O:27])[CH2:13]3)[CH2:11][CH2:10]2)=[CH:3][CH:2]=1>C(O)(=O)C.O=[Pt]=O>[C:20]([OH:22])(=[O:21])[CH3:19].[C:20]([OH:22])(=[O:21])[CH3:19].[NH:1]1[CH2:6][CH2:5][CH:4]([CH2:7][CH2:8][N:9]2[CH2:10][CH2:11][C:12]3([CH2:17][C:16](=[O:18])[N:15]([CH2:19][C:20]([OH:22])=[O:21])[C:14](=[O:27])[CH2:13]3)[CH2:28][CH2:29]2)[CH2:3][CH2:2]1 |f:3.4.5|. Procedure details: To a solution of 0.5 g (1.25 mmol) of the compound from Example 26, Step C in 40 ml 90% acetic acid were added 100 mg PtO2. The mixture was filled into an autoclave and hydrogenated at 20 atm and room temperature for 22 h. The solvent was removed under reduced pressure, and the residue was stirred with ether. The insoluble title compound was separated and dried in vacuo. RXN SMILES: [C:1](=[O:2])([CH3:3])[O:4][CH2:5][CH2:6][C:7]([c:8]1[cH:9][cH:10][cH:11][cH:12][cH:13]1)([F:14])[F:15].[CH2:21]([Cl:22])[Cl:23].[CH3:18][CH2:19][OH:20].[Na+:17].[OH-:16]>>[OH:4][CH2:5][CH2:6][C:7]([c:8]1[cH:9][cH:10][cH:11][cH:12][cH:13]1)([F:14])[F:15]. The reactants are CC(=O)OCCC(F)(F)c1ccccc1, ClCCl, CCO, [Na+], [OH-]. Product: OCCC(F)(F)c1ccccc1. Reactants: O=C(O)c1ccnc(C(F)(F)F)c1, COc1ccc(N)cc1C. Reagents/catalysts: CCN=C=NCCCN(C)C.Cl (EDC-HCl), CCN(C(C)C)C(C)C (DIPEA), Oc1cc(Cl)c(Cl)cc1Cl (2,4,5-Trichlorophenol). Run in CN(C)C=O (DMF), CN(C)C=O (DMF), CN(C)C=O (DMF), CN(C)C=O (DMF), CN(C)C=O (DMF), CN(C)C=O (DMF). Reaction conditions: temperature 25 celsius, time 2 hour. Product: COc1ccc(NC(=O)c2ccnc(C(F)(F)F)c2)cc1C. Yield: 21.1%. RXN SMILES: COc1ccc(N)cc1C.O=C(O)c1ccnc(C(F)(F)F)c1.CCN=C=NCCCN(C)C.Cl.C1=C(C(=CC(=C1Cl)Cl)Cl)[O-].[Na+].CCN(C(C)C)C(C)C.CN(C)C=O>>COc1ccc(NC(=O)c2ccnc(C(F)(F)F)c2)cc1C. Reactants: [OH-].[Na+] (Sodium hydroxide), ClC=1C=C(C=CC1Cl)C1=C(C=C(C=C1)CC#N)F (3′,4′-dichloro-2-fluoro-4-cyanomethyl-biphenyl), C(CBr)Br (1,2-dibromomethane), C1(=CC=CC=C1)C (toluene). Reagents/catalysts: [Cl-].C(CCC)[N+](CCCC)(CCCC)CCCC (tetrabutylammonium chloride). Solvent: O (water). Run at temperature 2.5 celsius, time 6 hour. Yields the product ClC=1C=C(C=CC1Cl)C1=C(C=C(C=C1)C1(CC1)C#N)F (1-(3′,4′-dichloro-2-fluoro[1,1′-biphenyl]-4-yl)-cyclopropanenitrile), powder. Isolated yield 65.0%. RXN SMILES: [Cl:1][C:2]1[CH:3]=[C:4]([C:9]2[CH:14]=[CH:13][C:12]([CH2:15][C:16]#[N:17])=[CH:11][C:10]=2[F:18])[CH:5]=[CH:6][C:7]=1[Cl:8].[CH2:19](Br)[CH2:20]Br.C1(C)C=CC=CC=1.[OH-].[Na+]>[Cl-].C([N+](CCCC)(CCCC)CCCC)CCC.O>[Cl:1][C:2]1[CH:3]=[C:4]([C:9]2[CH:14]=[CH:13][C:12]([C:15]3([C:16]#[N:17])[CH2:20][CH2:19]3)=[CH:11][C:10]=2[F:18])[CH:5]=[CH:6][C:7]=1[Cl:8] |f:3.4,5.6|. Procedure details: 3′,4′-dichloro-2-fluoro-4-cyanomethyl-biphenyl (9.0 g, 0.032 mol), 1,2-dibromomethane (9.0 g, 0.048 mol), 1.2 tetrabutylammonium chloride (1.2 g, 0.043 mol), toluene (60 ml), and water (9 ml) were loaded in a reactor. Sodium hydroxide 30% aq. (60 g, 0.45 mol) was added drop-wise over 30 minutes at 20 to 25° C. and the reaction mixture was stirred for 6 hours. The organic phase was separated, washed with water (12 ml), with hydrogen chloride 3 M aq. (36 ml) and finally with water (12 ml). The sol... Reactants: FC1=C(C=C(C=C1)CC(CC(=O)OCC)CCC)OC (Ethyl 3-{[4-fluoro-3-(methyloxy)phenyl]methyl}hexanoate), [OH-].[Na+] (NaOH). Run in CCO (EtOH), C1CCOC1 (THF). Yields the product FC1=C(C=C(C=C1)CC(CC(=O)O)CCC)OC (3-{[4-Fluoro-3-(methyloxy)phenyl]methyl}hexanoic acid). Isolated yield 99.6%. As a reaction SMILES: [F:1][C:2]1[CH:7]=[CH:6][C:5]([CH2:8][CH:9]([CH2:16][CH2:17][CH3:18])[CH2:10][C:11]([O:13]CC)=[O:12])=[CH:4][C:3]=1[O:19][CH3:20].[OH-].[Na+]>C1COCC1.CCO>[F:1][C:2]1[CH:7]=[CH:6][C:5]([CH2:8][CH:9]([CH2:16][CH2:17][CH3:18])[CH2:10][C:11]([OH:13])=[O:12])=[CH:4][C:3]=1[O:19][CH3:20] |f:1.2|. Procedure: Ethyl ester (131) (2.14 g, 7.58 mmol) was saponified with 1 N NaOH in THF and EtOH to give 1.92 g (˜100%) of the title compound (132) as a light yellow oil. 1H NMR (400 MHz, CDCl3): δ 0.88 (t, J=7.0 Hz, 3H), 1.25-1.45 (m, 4H), 2.05-2.20 (m, 1H), 2.20-2.35 (m, 2H), 2.45-2.55 (m, 1H), 2.60-2.70 (m, 1H), 3.87 (s, 3H), 6.64-6.70 (m, 1H), 6.76 (dd, J1=8.2 Hz, J2=1.8 Hz, 1H), 6.96 (dd, J1=11.3 Hz, J2=8.2 Hz, 1H). LCMS (ESI): m/z 253 (M−H)−. Reactants: CC1=NC(=NO1)C1=CC=C(N)C=C1 (4-(5-methyl-1,2,4-oxadiazol-3-yl)-aniline), BrCC(=O)OCC (ethyl bromoacetate). Solvent: C(C)N(C(C)C)C(C)C (N-ethyl-diisopropylamine). The product is C(C)(=O)OCCNC1=CC=C(C=C1)C1=NOC(=N1)C (4-(5-methyl-1,2,4-oxadiazol-3-yl)-phenylamino-ethyl acetate). As a reaction SMILES: [CH3:1][C:2]1[O:6][N:5]=[C:4]([C:7]2[CH:13]=[CH:12][C:10]([NH2:11])=[CH:9][CH:8]=2)[N:3]=1.Br[CH2:15][C:16]([O:18][CH2:19][CH3:20])=[O:17]>C(N(C(C)C)C(C)C)C>[C:16]([O:18][CH2:19][CH2:20][NH:11][C:10]1[CH:12]=[CH:13][C:7]([C:4]2[N:3]=[C:2]([CH3:1])[O:6][N:5]=2)=[CH:8][CH:9]=1)(=[O:17])[CH3:15]. Reported procedure: Prepared analogously to Example 1k from 4-(5-methyl-1,2,4-oxadiazol-3-yl)-aniline and ethyl bromoacetate in N-ethyl-diisopropylamine. Starting materials: COC(C1=CC=CC=C1)(C(=O)C2=CC=CC=C2)OC (IRGACURE 651), CC1=C(C(=O)P(C2=CC=CC=C2)(C(C2=C(C=C(C=C2C)C)C)=O)=O)C(=CC(=C1)C)C (bis(2,4,6-trimethylbenzoyl)-phenyl phosphine oxide), 2-hydroxy-1-{4-[4-(2-hydroxy-2-methyl-propnyl)-benzyl]phenyl}-2-methyl-propane-1-on, C1=CC=C(C=C1)C(=O)C(=O)OCCOCCOC(=O)C(=O)C2=CC=CC=C2 (IRGACURE 754), C(C)=O (ethanone), CN(C(C(=O)C1=CC=C(C=C1)N1CCOCC1)(CC)CC1=CC=C(C=C1)C)C (2-(dimethylamino)-2-[(4-methylphenyl)methyl]-1-[4-(4-morpholinyl)phenyl]-1-butanone), 1-(o-acetyloxime), CC1=C(C(=O)P(C2=CC=CC=C2)(C2=CC=CC=C2)=O)C(=CC(=C1)C)C (TPO), CCC(CC1=CC=CC=C1)(C(=O)C2=CC=C(C=C2)N3CCOCC3)N(C)C (IRGACURE 369), C1CCC(CC1)(C(=O)C2=CC=CC=C2)O (IRGACURE 184), DETX-S, CC(C)(C(=O)C1=CC=C(C=C1)OCCO)O (IRGACURE 2959), 2-(o-benzoyloxime), C(C(CCCCCC)=O)=O (1.2-octanedione), CC1=C(C(=O)P(C2=CC=CC=C2)(C2=CC=CC=C2)=O)C(=CC(=C1)C)C (TPO), OC(C(=O)C1=CC=CC=C1)(C)C (2-hydroxy-2-methyl-1-phenyl-propane-1-on), CC(C)(C(=O)C1=CC=C(C=C1)SC)N2CCOCC2 (IRGACURE 907). Reagents/catalysts: C1=C[CH]C=C1.C1=C[CH]C=C1.C1=CN(C=C1)[C]2C=CC(=C=C2F)F.C1=CN(C=C1)[C]2C=CC(=C=C2F)F.[Ti] (IRGACURE 784). The product is COC1=CC(=C(C(=C1)OC)C(=O)P(=O)(C2=CC=CC=C2)C3=CC=CC=C3)OC (Lucirin TPO). Reaction SMILES: COC(OC)([C:10]([C:12]1[CH:17]=[CH:16][CH:15]=[CH:14][CH:13]=1)=[O:11])C1C=CC=CC=1.C1CCC(O)(C([C:28]2[CH:33]=[CH:32][CH:31]=[CH:30][CH:29]=2)=O)CC1.OC(C)(C)C([C:39]1[CH:44]=[CH:43][CH:42]=[CH:41][CH:40]=1)=O.C[C:48]([OH:62])(C(C1C=CC(OCCO)=CC=1)=O)C.CC(N1C[CH2:80][O:79]CC1)(C(C1C=CC(SC)=CC=1)=O)C.CCC(N(C)C)(C(C1C=CC(N2C[CH2:104][O:103]CC2)=CC=1)=O)CC1C=CC=CC=1.CN(C)C(CC1C=CC(C)=CC=1)(CC)C(C1C=CC(N2CCOCC2)=CC=1)=O.CC1C=C(C)C=C(C)C=1C([P:142](=[O:155])(C1C=CC=CC=1)C1C=CC=CC=1)=O.CC1C=C(C)C=C(C)C=1C(P(=O)(C(=O)C1C(C)=CC(C)=CC=1C)C1C=CC=CC=1)=O.C(=O)C(=O)CCCCCC.C(=O)C.C1C=CC(C(C(OCCOCCOC(C(C2C=CC=CC=2)=O)=O)=O)=O)=CC=1>C1C=C[CH]C=1.C1C=C[CH]C=1.C1C=CN([C]2C(F)=C=C(F)C=C2)C=1.C1C=CN([C]2C(F)=C=C(F)C=C2)C=1.[Ti]>[CH3:104][O:103][C:15]1[CH:14]=[C:13]([O:79][CH3:80])[C:12]([C:10]([P:142]([C:28]2[CH:29]=[CH:30][CH:31]=[CH:32][CH:33]=2)([C:39]2[CH:40]=[CH:41][CH:42]=[CH:43][CH:44]=2)=[O:155])=[O:11])=[C:17]([O:62][CH3:48])[CH:16]=1 |f:12.13.14.15.16,^1:234,239,245,258|. Reported procedure: Examples of commercially available radical photopolymerization initiator include IRGACURE 651 (2,2-dimethoxy-1,2-diphenyl ethane-1-on), IRGACURE 184 (1-hydroxycyclohexyl-phenyl-ketone), DAROCUR 1173 (2-hydroxy-2-methyl-1-phenyl-propane-1-on), IRGACURE 2959 (1-[4-(2-hydroxyethoxy)-phenyl]-2-hydroxy-2-methyl-1-propane-1-on), IRGACURE 127 (2-hydroxy-1-{4-[4-(2-hydroxy-2-methyl-propnyl)-benzyl]phenyl}-2-methyl-propane-1-on, IRGACURE 907 (2-methyl-1-(4-methyl thiophenyl)-2-morpholinopropane-1-on), IR...